From a dataset of the Open Reaction Database (ORD), a public repository of structured organic reaction records. describe an organic reaction: reactants, conditions, products, and yield The reactants are Cl (hydrochloric acid), COC1=C(C(=CC(=C1)COC)OC)C=1N2C(SC1)=CC(=N2)OC (3-[2,6-dimethoxy-4-(methoxymethyl)phenyl]-6-methoxypyrazolo[5,1-b][1,3]thiazole), N(=O)[O-].[Na+] (sodium nitrite), [OH-].[Na+] (sodium hydroxide). The solvent is O (water), C(C)(=O)OCC (ethyl acetate). Conditions: time 1 hour. The product is COC1=C(C(=CC(=C1)COC)OC)C=1N2C(SC1)=C(C(=N2)OC)N=O (3-[2,6-Dimethoxy-4-(methoxymethyl)phenyl]-6-methoxy-7-nitrosopyrazolo[5,1-b][1,3]thiazole). Yield: 99.5%. Reaction SMILES: Cl.[CH3:2][O:3][C:4]1[CH:9]=[C:8]([CH2:10][O:11][CH3:12])[CH:7]=[C:6]([O:13][CH3:14])[C:5]=1[C:15]1[N:16]2[N:22]=[C:21]([O:23][CH3:24])[CH:20]=[C:17]2[S:18][CH:19]=1.[N:25]([O-])=[O:26].[Na+].[OH-].[Na+]>C(OCC)(=O)C.O>[CH3:2][O:3][C:4]1[CH:9]=[C:8]([CH2:10][O:11][CH3:12])[CH:7]=[C:6]([O:13][CH3:14])[C:5]=1[C:15]1[N:16]2[N:22]=[C:21]([O:23][CH3:24])[C:20]([N:25]=[O:26])=[C:17]2[S:18][CH:19]=1 |f:2.3,4.5|. Procedure: A mixture of water and 5N hydrochloric acid (1:4, 70 mL) was added to 3-[2,6-dimethoxy-4-(methoxymethyl)phenyl]-6-methoxypyrazolo[5,1-b][1,3]thiazole (2.17 g, 6.47 mmol), and then sodium nitrite (1.06 g, 15.3 mmol) was added at 0° C. and the mixture was stirred for 1 hour. Aqueous 5N sodium hydroxide and ethyl acetate were added to the mixture at room temperature. After thoroughly shaking the mixture, the organic layer was separated and dried over anhydrous magnesium sulfate. The mixture was the...